From a dataset of the Open Reaction Database (ORD), a public repository of structured organic reaction records. describe an organic reaction: reactants, conditions, products, and yield Product: C(=C)OC(=O)NC1CC2=CC=C(C=C2C1)C=1C=CC(NN1)=O (2-vinyloxycarbonylamino-5-[pyridazin-3(2H)-on-6-yl]indane). Procedure details: 2-Amino-5-[pyridazin-3(2H)-on-6-yl]indane·hydrobromide and vinyl chloroformate were treated in the same manner as in Example 49 to obtain 2-vinyloxycarbonylamino-5-[pyridazin-3(2H)-on-6-yl]indane. Reaction SMILES: [NH2:1][CH:2]1[CH2:10][C:9]2[C:4](=[CH:5][CH:6]=[C:7]([C:11]3[CH:12]=[CH:13][C:14](=[O:17])[NH:15][N:16]=3)[CH:8]=2)[CH2:3]1.Br.Cl[C:20]([O:22][CH:23]=[CH2:24])=[O:21]>>[CH:23]([O:22][C:20]([NH:1][CH:2]1[CH2:10][C:9]2[C:4](=[CH:5][CH:6]=[C:7]([C:11]3[CH:12]=[CH:13][C:14](=[O:17])[NH:15][N:16]=3)[CH:8]=2)[CH2:3]1)=[O:21])=[CH2:24] |f:0.1|. Reactants: NC1CC2=CC=C(C=C2C1)C=1C=CC(NN1)=O.Br (2-Amino-5-[pyridazin-3(2H)-on-6-yl]indane·hydrobromide), ClC(=O)OC=C (vinyl chloroformate). The reactants are FC1=CC=C(C=C1)CC(=O)C1=CC=CC=C1 (4-fluorophenylacetophenone), [BH4-].[Na+] (sodium borohydride), C(C)OCC (diethyl ether). Solvent: C(C)O (ethanol). Conditions: time 1 hour. The product is FC1=CC=C(C=C1)C(C)O (1-(4-Fluorophenyl)ethanol), crude product. Reaction SMILES: [F:1][C:2]1[CH:7]=[CH:6][C:5](CC(C2C=CC=CC=2)=O)=[CH:4][CH:3]=1.[BH4-].[Na+].C([O:21][CH2:22][CH3:23])C>C(O)C>[F:1][C:2]1[CH:7]=[CH:6][C:5]([CH:22]([OH:21])[CH3:23])=[CH:4][CH:3]=1 |f:1.2|. Procedure: 1-(4-Fluorophenyl)ethanol was prepared by mixing 10 g (72 mmol) of 4-fluorophenylacetophenone and 2.74 g (72 mmol) of sodium borohydride in 100 mL of ethanol. After one hour the solvent was removied under vacuum and the residue was taken up in diethyl ether. The ether solution was dried over anhydrous magnesium sulfate and evaporated to yield the crude product which was used without further purification.